From a dataset of the Open Reaction Database (ORD), a public repository of structured organic reaction records. describe an organic reaction: reactants, conditions, products, and yield Starting materials: ClC1=C(C=C(C=C1)CC(=O)O)OC1=C(C=C(C=C1)S(=O)(=O)CC)C#N ({4-chloro-3-[2-cyano-4-(ethylsulfonyl)phenoxy]phenyl}acetic acid), ClC=1C=C(C=C(C1)O)CC(=O)O ((3-chloro-5-hydroxyphenyl)acetic acid). The product is ClC=1C=C(C=C(C1)OC1=C(C=C(C=C1)S(=O)(=O)CC)C#N)CC(=O)O ({3-chloro-5-[2-cyano-4-(ethylsulfonyl)phenoxy]phenyl}acetic acid). As a reaction SMILES: Cl[C:2]1[CH:7]=[CH:6][C:5]([CH2:8][C:9]([OH:11])=[O:10])=[CH:4][C:3]=1[O:12][C:13]1[CH:18]=[CH:17][C:16]([S:19]([CH2:22][CH3:23])(=[O:21])=[O:20])=[CH:15][C:14]=1[C:24]#[N:25].[Cl:26]C1C=C(CC(O)=O)C=C(O)C=1>>[Cl:26][C:7]1[CH:6]=[C:5]([CH2:8][C:9]([OH:11])=[O:10])[CH:4]=[C:3]([O:12][C:13]2[CH:18]=[CH:17][C:16]([S:19]([CH2:22][CH3:23])(=[O:21])=[O:20])=[CH:15][C:14]=2[C:24]#[N:25])[CH:2]=1. Procedure: The title compound was prepared by the method of example 2 step (iii) using the product of example 12 step (ii) and the product of example 18 step (iv).